This data is from the Open Reaction Database (ORD), a public repository of structured organic reaction records. The task is: describe an organic reaction: reactants, conditions, products, and yield Reactants: CS(=O)(=O)Cl (Methanesulphonyl chloride), ClC1=C(C=C(N)C=C1)[N+](=O)[O-] (4-chloro-3-nitroaniline), Cl (hydrochloric acid), O (water). Solvent: N1=CC=CC=C1 (pyridine), C=1(C(=CC=CC1)C)C (xylene). Product: ClC1=C(C=C(C=C1)NS(=O)(=O)C)[N+](=O)[O-] (N-(4-chloro-3-nitrophenyl)methanesulphonamide). The yield is 78.1%. As a reaction SMILES: [CH3:1][S:2](Cl)(=[O:4])=[O:3].[Cl:6][C:7]1[CH:13]=[CH:12][C:10]([NH2:11])=[CH:9][C:8]=1[N+:14]([O-:16])=[O:15].Cl.O>N1C=CC=CC=1.C1(C)C(C)=CC=CC=1>[Cl:6][C:7]1[CH:13]=[CH:12][C:10]([NH:11][S:2]([CH3:1])(=[O:4])=[O:3])=[CH:9][C:8]=1[N+:14]([O-:16])=[O:15]. Procedure details: Methanesulphonyl chloride (58.3 g, 0.509 mole) was added in one portion to a stirred solution of 97% 4-chloro-3-nitroaniline (86 g, 0.485 mole) in pyridine (80 ml) and xylene (500 ml). The temperature rose to 50° and the mixture was allowed to stand for a further 2 hr before addition of a mixture of 10M-hydrochloric acid (100 ml) and water (100 ml). The brown solid which was collected and washed successively with xylene (50 ml) and water (3×50 ml). The damp material was crystallized from methano...